This data is from the Open Reaction Database (ORD), a public repository of structured organic reaction records. The task is: describe an organic reaction: reactants, conditions, products, and yield Reactants: CC(=O)OC(C)=O, CC(=O)O, CN1C(=O)C(C)(C)C(=O)N(C)c2ccccc21, O=[N+]([O-])O. The product is CN1C(=O)C(C)(C)C(=O)N(C)c2cc([N+](=O)[O-])ccc21. Reaction SMILES: [CH3:22][C:23]([O:24][C:25](=[O:26])[CH3:27])=[O:28].[CH3:29][C:30](=[O:31])[OH:32].[CH3:5][N:6]1[C:7](=[O:21])[C:8]([CH3:19])([CH3:20])[C:9](=[O:18])[N:10]([CH3:17])[c:11]2[c:12]1[cH:13][cH:14][cH:15][cH:16]2.[OH:1][N+:2]([O-:3])=[O:4]>>[O-:1][N+:2](=[O:4])[c:14]1[cH:13][c:12]2[c:11]([cH:16][cH:15]1)[N:10]([CH3:17])[C:9](=[O:18])[C:8]([CH3:19])([CH3:20])[C:7](=[O:21])[N:6]2[CH3:5]. Product: CC(C(=O)O)c1cccc(C(=O)c2ccccc2)c1. As a reaction SMILES: [CH2:1]([c:2]1[cH:3][cH:4][cH:5][cH:6][cH:7]1)[c:8]1[cH:9][c:10]([CH:14]([C:15](=[O:16])[OH:17])[CH3:18])[cH:11][cH:12][cH:13]1.[CH3:20][C:21]([OH:22])=[O:23].[O:19]>>[C:1]([c:2]1[cH:3][cH:4][cH:5][cH:6][cH:7]1)([c:8]1[cH:9][c:10]([CH:14]([C:15](=[O:16])[OH:17])[CH3:18])[cH:11][cH:12][cH:13]1)=[O:22]. The reactants are CC(C(=O)O)c1cccc(Cc2ccccc2)c1, CC(=O)O, O. Reactants: C1(=CC=C(C=C1)C1=CC2=C(O1)C1=CC=CC=C1C=C2)C (2-(p-tolyl)naphtho[1,2-b]furan), N(C1=CC=CC=C1)C1OC(=O)C2=CC=CC=C12 (3-anilinophthalide). Yields the product C(=O)(O)C1=C(C=CC2=CC=C(C=C2)C2=CC3=C(O2)C2=CC=CC=C2C=C3)C=CC=C1 (2-[4-(2-carboxystyryl)phenyl]naphtho[1,2-b]furan). RXN SMILES: [C:1]1([CH3:20])[CH:6]=[CH:5][C:4]([C:7]2[O:11][C:10]3[C:12]4[C:17]([CH:18]=[CH:19][C:9]=3[CH:8]=2)=[CH:16][CH:15]=[CH:14][CH:13]=4)=[CH:3][CH:2]=1.N([CH:28]1[C:37]2[C:32](=[CH:33][CH:34]=[CH:35][CH:36]=2)[C:30](=[O:31])[O:29]1)C1C=CC=CC=1>>[C:30]([C:32]1[CH:33]=[CH:34][CH:35]=[CH:36][C:37]=1[CH:28]=[CH:20][C:1]1[CH:2]=[CH:3][C:4]([C:7]2[O:11][C:10]3[C:12]4[C:17]([CH:18]=[CH:19][C:9]=3[CH:8]=2)=[CH:16][CH:15]=[CH:14][CH:13]=4)=[CH:5][CH:6]=1)([OH:31])=[O:29]. Procedure details: Following the procedure as in Example 8, 2-(p-tolyl)naphtho[1,2-b]furan was interacted with an equimolar quantity of 3-anilinophthalide to produce 2-[4-(2-carboxystyryl)phenyl]naphtho[1,2-b]furan which, when crystallized from chlorobenzene, melted at 210°-211°C. The measured wavelength of maximum excitation was 374 nm and wavelength of maximum emission was 438 nm.